This data is from the Open Reaction Database (ORD), a public repository of structured organic reaction records. The task is: describe an organic reaction: reactants, conditions, products, and yield Starting materials: COC1C(C(=O)O)=CC(=C(C1=S(=O)=O)OC)C (2,4-dimethoxy-5-methyl sulphonyl-benzoic acid), S(=O)(Cl)Cl (thionyl chloride). The reagents and catalysts are CN(C=O)C (dimethylformamide). Run at time 20 minute. Product: COC1C(C(=O)Cl)=CC(=C(C1=S(=O)=O)OC)C (2,4-dimethoxy-5-methyl-sulphonyl-benzoyl chloride). Reaction SMILES: [CH3:1][O:2][CH:3]1[C:11](=[S:12](=[O:14])=[O:13])[C:10]([O:15][CH3:16])=[C:9]([CH3:17])[CH:8]=[C:4]1[C:5](O)=[O:6].S(Cl)([Cl:20])=O>CN(C)C=O>[CH3:1][O:2][CH:3]1[C:11](=[S:12](=[O:14])=[O:13])[C:10]([O:15][CH3:16])=[C:9]([CH3:17])[CH:8]=[C:4]1[C:5]([Cl:20])=[O:6]. Reported procedure: 161 g of 2,4-dimethoxy-5-methyl sulphonyl-benzoic acid is reacted. 590 g of thionyl chloride, 5 drops of dimethylformamide and about half of the organic acid are placed in a 2 liter flask filtered with a reflux condenser. The resultant suspension is heated in a water bath at 55° for about 5 minutes. The second half of the organic acid is added and heating is continued for 20 minutes at 60°-65° then for 45 minutes at 70°-75°. The medium becomes fluid and turns yellow. The acid dissolves gradually...